Dataset: the Open Reaction Database (ORD), a public repository of structured organic reaction records. Task: describe an organic reaction: reactants, conditions, products, and yield Starting materials: CC(=O)O[BH-](OC(C)=O)OC(C)=O, CC(=O)[O-], CO, ClCCl, [NH4+], [Na+], Cc1ccc(S(=O)(=O)n2cc(-c3nc(NC(C)C4CCC(=O)CC4)ncc3C#N)c3cc(C(F)(F)F)cnc32)cc1. Product: Cc1ccc(S(=O)(=O)n2cc(-c3nc(NC(C)C4CCC(N)CC4)ncc3C#N)c3cc(C(F)(F)F)cnc32)cc1. RXN SMILES: [C:47]([O:48][BH-:49]([O:50][C:51](=[O:52])[CH3:53])[O:54][C:55](=[O:56])[CH3:57])(=[O:58])[CH3:59].[CH3:43][C:44](=[O:45])[O-:46].[CH3:61][OH:62].[Cl:63][CH2:64][Cl:65].[NH4+:42].[Na+:60].[O:1]=[C:2]1[CH2:3][CH2:4][CH:5]([CH:8]([CH3:9])[NH:10][c:11]2[n:12][cH:13][c:14]([C:40]#[N:41])[c:15](-[c:17]3[cH:18][n:19]([S:30](=[O:31])(=[O:32])[c:33]4[cH:34][cH:35][c:36]([CH3:37])[cH:38][cH:39]4)[c:20]4[n:21][cH:22][c:23]([C:26]([F:27])([F:28])[F:29])[cH:24][c:25]34)[n:16]2)[CH2:6][CH2:7]1>>[CH:2]1([NH2:42])[CH2:3][CH2:4][CH:5]([CH:8]([CH3:9])[NH:10][c:11]2[n:12][cH:13][c:14]([C:40]#[N:41])[c:15](-[c:17]3[cH:18][n:19]([S:30](=[O:31])(=[O:32])[c:33]4[cH:34][cH:35][c:36]([CH3:37])[cH:38][cH:39]4)[c:20]4[n:21][cH:22][c:23]([C:26]([F:27])([F:28])[F:29])[cH:24][c:25]34)[n:16]2)[CH2:6][CH2:7]1. The reactants are C1COCCN1, CCOC(C)=O, CC(C)(C)c1cccc(NC(=O)c2ccc3ccc(Oc4ccnc(C(N)=S)c4)cc3c2)c1. Product: CC(C)(C)c1cccc(NC(=O)c2ccc3ccc(Oc4ccnc(C(=N)N5CCOCC5)c4)cc3c2)c1. As a reaction SMILES: [CH2:1]1[CH2:2][O:3][CH2:4][CH2:5][NH:6]1.[CH3:40][CH2:41][O:42][C:43]([CH3:44])=[O:45].[NH2:7][C:8](=[S:9])[c:10]1[n:11][cH:12][cH:13][c:14]([O:16][c:17]2[cH:18][cH:19][c:20]3[cH:21][cH:22][c:23]([C:27](=[O:28])[NH:29][c:30]4[cH:31][c:32]([C:36]([CH3:37])([CH3:38])[CH3:39])[cH:33][cH:34][cH:35]4)[cH:24][c:25]3[cH:26]2)[cH:15]1>>[CH2:1]1[CH2:2][O:3][CH2:4][CH2:5][N:6]1[C:8](=[NH:7])[c:10]1[n:11][cH:12][cH:13][c:14]([O:16][c:17]2[cH:18][cH:19][c:20]3[cH:21][cH:22][c:23]([C:27](=[O:28])[NH:29][c:30]4[cH:31][c:32]([C:36]([CH3:37])([CH3:38])[CH3:39])[cH:33][cH:34][cH:35]4)[cH:24][c:25]3[cH:26]2)[cH:15]1. The reactants are C[O-], O=[N+]([O-])c1cc(OC(F)(F)F)ccc1Cl, [K+], CN(C)C=O, Oc1ccc(OCc2ccccc2)cc1. Product: O=[N+]([O-])c1cc(OC(F)(F)F)ccc1Oc1ccc(OCc2ccccc2)cc1. RXN SMILES: [CH3:16][O-:17].[F:19][C:20]([O:21][c:22]1[cH:23][c:24]([N+:29](=[O:30])[O-:31])[c:25]([Cl:28])[cH:26][cH:27]1)([F:32])[F:33].[K+:18].[O:34]=[CH:35][N:36]([CH3:37])[CH3:38].[OH:1][c:2]1[cH:3][cH:4][c:5]([O:6][CH2:7][c:8]2[cH:9][cH:10][cH:11][cH:12][cH:13]2)[cH:14][cH:15]1>>[O:1]([c:2]1[cH:3][cH:4][c:5]([O:6][CH2:7][c:8]2[cH:9][cH:10][cH:11][cH:12][cH:13]2)[cH:14][cH:15]1)[c:25]1[c:24]([N+:29](=[O:30])[O-:31])[cH:23][c:22]([O:21][C:20]([F:19])([F:32])[F:33])[cH:27][cH:26]1. Starting materials: three, OCCN1C(CNCC1)C1=CC=C(C=O)C=C1 (4-[N-(2-hydroxyethyl)piperazinyl]benzaldehyde), [N+](=O)([O-])C1=CC=C(C=C1)CC(=O)O (4-nitrophenylacetic acid), N1CCCCC1 (Piperidine). Run in C(C)O (ethanol). Run at temperature 100 celsius, time 3 hour. Product: OCCN1C(CNCC1)C1=CC=C(C=C1)C=CC1=CC=C(C=C1)[N+](=O)[O-] (4-[N-(2-Hydroxyethyl)piperazinyl]-4'-nitrostilbene). As a reaction SMILES: [N+:1]([C:4]1[CH:9]=[CH:8][C:7]([CH2:10][C:11](O)=O)=[CH:6][CH:5]=1)([O-:3])=[O:2].N1CCCCC1.[OH:20][CH2:21][CH2:22][N:23]1[CH2:28][CH2:27][NH:26][CH2:25][CH:24]1[C:29]1[CH:36]=[CH:35][C:32](C=O)=[CH:31][CH:30]=1>C(O)C>[OH:20][CH2:21][CH2:22][N:23]1[CH2:28][CH2:27][NH:26][CH2:25][CH:24]1[C:29]1[CH:36]=[CH:35][C:32]([CH:11]=[CH:10][C:7]2[CH:6]=[CH:5][C:4]([N+:1]([O-:3])=[O:2])=[CH:9][CH:8]=2)=[CH:31][CH:30]=1. Procedure: A one liter three necked flask fitted with a dropping funnel, mechanical stirrer, and condenser is charged with 34.35 g of 4-nitrophenylacetic acid. Piperidine (16.2 g) is added dropwise over a period of 30 minutes. At the end of the addition period, 44.46 g of 4-[N-(2-hydroxyethyl)piperazinyl]benzaldehyde is added. The mixture is heated at 100° C. for three hours, and at 130° C. for three hours. After cooling, the resultant semi-solid mass is ground up in ethanol in a blender, then filtered, wa...